This data is from the Open Reaction Database (ORD), a public repository of structured organic reaction records. The task is: describe an organic reaction: reactants, conditions, products, and yield Reactants: O(C1=CC=CC=C1)CCCSC(C)=O (Thioacetic acid S-(3-phenoxypropyl)ester), C(C)(=S)[O-].[K+] (potassium thioacetate), CCOCC (ether), C([O-])(O)=O.[Na+] (sodium bicarbonate). Run in CN(C)C=O (DMF). The product is C(C)(=O)SCC1(CCOCC1)C(=O)OC (Methyl 4-Acetylsulfanylmethyl-tetrahydropyran-4-carboxylate). Reaction SMILES: [O:1]([CH2:8][CH2:9][CH2:10][S:11][C:12](=[O:14])[CH3:13])[C:2]1C=CC=CC=1.C([O-:18])(=S)C.[K+].C(=O)(O)[O-].[Na+].[CH3:25][CH2:26][O:27][CH2:28][CH3:29]>CN(C=O)C>[C:12]([S:11][CH2:10][C:9]1([C:8]([O:1][CH3:2])=[O:18])[CH2:29][CH2:28][O:27][CH2:26][CH2:25]1)(=[O:14])[CH3:13] |f:1.2,3.4|. Procedure details: A solution of Intermediate 4 (3.05 g) in DMF (20 ml) was treated with potassium thioacetate (1.47 g) at room temperature for 18 h, then the brown solution was added to 5% sodium bicarbonate solution and extacted with ether (3×200 ml). The solvent was washed with water (200 ml) and brine, dried over MgSO4 and evaporated to give the title compound (2.42 g) as a white solid. Reactants: ON=C1[C@@H]2N(C(=C(CS2)C)C(=O)OCC(Cl)(Cl)Cl)C1=O (2,2,2-trichloroethyl 7-hydroxyimino-3-methyl-3-cephem-4-carboxylate), Cl (hydrogen chloride). Solvent: C(C)O (ethanol), C(C)O (ethanol), C(C)(=O)OCC (ethyl acetate). Conditions: time 3 hour. The product is ON[C@H]1[C@@H]2N(C(=C(CS2)C)C(=O)OCC(Cl)(Cl)Cl)C1=O (2,2,2-trichloroethyl 7 β-hydroxyamino-3-methyl-3-cephem-4-carboxylate). Isolated yield 78.6%. RXN SMILES: [OH:1][N:2]=[C:3]1[C:19](=[O:20])[N:5]2[C:6]([C:11]([O:13][CH2:14][C:15]([Cl:18])([Cl:17])[Cl:16])=[O:12])=[C:7]([CH3:10])[CH2:8][S:9][C@H:4]12.Cl>C(O)C.C(OCC)(=O)C>[OH:1][NH:2][C@@H:3]1[C:19](=[O:20])[N:5]2[C:6]([C:11]([O:13][CH2:14][C:15]([Cl:18])([Cl:16])[Cl:17])=[O:12])=[C:7]([CH3:10])[CH2:8][S:9][C@H:4]12. Reported procedure: In ethanol (0.6 ml) is dissolved 2,2,2-trichloroethyl 7-hydroxyimino-3-methyl-3-cephem-4-carboxylate (100 mg) and under ice-cooling, a solution of borane-pyridine complex (102 mg) in ethanol (0.7 ml) is added. Then, a 2 N-methanolic solution of hydrogen chloride (0.6 ml) is added dropwise in a nitrogen stream and the mixture is stirred at the same temperature for 3 hours. The mixture is further stirred at room temperature for an hour, after which time it is diluted with ethyl acetate, washed wit... The product is BrC(Br)=Cc1cc(-c2ccc(OCc3ccccc3)cc2)n(C2CCCCC2)n1. Starting materials: BrC(Br)(Br)Br, O=Cc1cc(-c2ccc(OCc3ccccc3)cc2)n(C2CCCCC2)n1, ClCCl, c1ccc(P(c2ccccc2)c2ccccc2)cc1. Reaction SMILES: [Br:1][C:2]([Br:3])([Br:4])[Br:5].[CH:25]1([n:31]2[n:32][c:33]([CH:50]=[O:51])[cH:34][c:35]2-[c:36]2[cH:37][cH:38][c:39]([O:42][CH2:43][c:44]3[cH:45][cH:46][cH:47][cH:48][cH:49]3)[cH:40][cH:41]2)[CH2:26][CH2:27][CH2:28][CH2:29][CH2:30]1.[Cl:52][CH2:53][Cl:54].[c:6]1([P:7]([c:8]2[cH:9][cH:10][cH:11][cH:12][cH:13]2)[c:14]2[cH:15][cH:16][cH:17][cH:18][cH:19]2)[cH:20][cH:21][cH:22][cH:23][cH:24]1>>[Br:1][C:2]([Br:5])=[CH:50][c:33]1[n:32][n:31]([CH:25]2[CH2:26][CH2:27][CH2:28][CH2:29][CH2:30]2)[c:35](-[c:36]2[cH:37][cH:38][c:39]([O:42][CH2:43][c:44]3[cH:45][cH:46][cH:47][cH:48][cH:49]3)[cH:40][cH:41]2)[cH:34]1. Reactants: [Br-].[Br-].[Br-].B (borane tribromide), C(CCC)N(C(CCCCCCCCCC=C(C(CC)C1=CC=C(C=C1)OC)C1=CC=C(C=C1)OC)=O)C (N-butyl,N-methyl,12,13-Bis(4-methoxyphenyl)-11-pentadecenoic amide), O (water). Run in C(Cl)Cl (CH2Cl2). Run at time 1 hour. Product: C(CCC)N(C(CCCCCCCCCCC(=C(CC)C1=CC=C(C=C1)O)C1=CC=C(C=C1)O)=O)C (N-butyl,N-methyl-12,13-Bis(4-hydroxyphenyl)-12-pentadecenoic amide). Isolated yield 31.3%. RXN SMILES: [CH2:1]([N:5]([CH3:38])[C:6](=[O:37])[CH2:7][CH2:8][CH2:9][CH2:10][CH2:11][CH2:12][CH2:13][CH2:14][CH2:15][CH:16]=[C:17]([C:29]1[CH:34]=[CH:33][C:32]([O:35]C)=[CH:31][CH:30]=1)[CH:18]([C:21]1[CH:26]=[CH:25][C:24]([O:27]C)=[CH:23][CH:22]=1)[CH2:19][CH3:20])[CH2:2][CH2:3][CH3:4].[Br-].[Br-].[Br-].B.O>C(Cl)Cl>[CH2:1]([N:5]([CH3:38])[C:6](=[O:37])[CH2:7][CH2:8][CH2:9][CH2:10][CH2:11][CH2:12][CH2:13][CH2:14][CH2:15][CH2:16][C:17]([C:29]1[CH:34]=[CH:33][C:32]([OH:35])=[CH:31][CH:30]=1)=[C:18]([C:21]1[CH:22]=[CH:23][C:24]([OH:27])=[CH:25][CH:26]=1)[CH2:19][CH3:20])[CH2:2][CH2:3][CH3:4] |f:1.2.3.4|. Reported procedure: To the above dimethoxy amide 4 (117 mg, 0.22 mmol) in CH2Cl2 (1 ml) at 0° C. was added, under argon, 1.0M borane tribromide (675 μl). The solution was stirred for 1 hour, then poured into water and extracted with ether (3×). The organic solution was washed with water, dried on magnesium sulfate, and evaporated to dryness. The residue was purified by "Flash chromatography" on silica gel (Kieselgel 60, Merck, under 0.063 mm, 30 g). Elution with mixture of hexane-ethyl acetate (4:1 v/v) gave N-buty... The product is Nc1cccc(C2=NC(=O)N=N2)c1. Reaction SMILES: [C:19].[CH3:16][CH2:17][OH:18].[N+:1]([O-:2])(=[O:3])[c:4]1[cH:5][c:6]([C:10]2=[N:11][C:12](=[O:15])[N:13]=[N:14]2)[cH:7][cH:8][cH:9]1.[Pd:20]>>[NH2:1][c:4]1[cH:5][c:6]([C:10]2=[N:11][C:12](=[O:15])[N:13]=[N:14]2)[cH:7][cH:8][cH:9]1. Reactants: C, CCO, O=C1N=NC(c2cccc([N+](=O)[O-])c2)=N1, [Pd]. The reactants are [Na] (sodium), FC(C(=O)[O-])(F)F.C(C1=CC=CC=C1)(C1=CC=CC=C1)(C1=CC=CC=C1)NC=1SC=C(N1)/C(/C(=O)NC1[C@@H]2N(C(=C(CS2)CSC=2[N+](=C3C(=CN(C=C3)C)N2)C)C(=O)OCC2=CC=C(C=C2)OC)C1=O)=N/O[C@@H](C)C(=O)OC(C1=CC=CC=C1)C1=CC=CC=C1 (p-methoxybenzyl 7-[(Z)-2-(2-tritylaminothiazol-4-yl)-2-{(S)-1-diphenylmethoxycarbonylethoxyimino}acetamido]-3-(1,5-dimethylimidazolo[4,5-c]pyridinium-2-yl)thiomethyl-3-cephem-4-carboxylate trifluoroacetate). Yields the product NC=1SC=C(N1)/C(/C(=O)NC1[C@@H]2N(C(=C(CS2)CSC=2[N+](=C3C(=CN(C=C3)C)N2)C)C(=O)[O-])C1=O)=N/O[C@@H](C)C(=O)O (7-[(Z)-2-(2-aminothiazol-4-yl)-2-{(S)-1-carboxyethoxyimino}acetamido]-3-(1,5-dimethylimidazolo[4,5-c]pyridinium-2-yl)thiomethyl-3-cephem-4-carboxylate). Isolated yield 52.5%. Reaction SMILES: FC(F)(F)C([O-])=O.C([NH:27][C:28]1[S:29][CH:30]=[C:31](/[C:33](=[N:71]/[O:72][C@H:73]([C:75]([O:77]C(C2C=CC=CC=2)C2C=CC=CC=2)=[O:76])[CH3:74])/[C:34]([NH:36][CH:37]2[C:69](=[O:70])[N:39]3[C:40]([C:57]([O:59]CC4C=CC(OC)=CC=4)=[O:58])=[C:41]([CH2:44][S:45][C:46]4[N+:47]([CH3:56])=[C:48]5[CH:53]=[CH:52][N:51]([CH3:54])[CH:50]=[C:49]5[N:55]=4)[CH2:42][S:43][C@H:38]23)=[O:35])[N:32]=1)(C1C=CC=CC=1)(C1C=CC=CC=1)C1C=CC=CC=1.[Na]>>[NH2:27][C:28]1[S:29][CH:30]=[C:31](/[C:33](=[N:71]/[O:72][C@H:73]([C:75]([OH:77])=[O:76])[CH3:74])/[C:34]([NH:36][CH:37]2[C:69](=[O:70])[N:39]3[C:40]([C:57]([O-:59])=[O:58])=[C:41]([CH2:44][S:45][C:46]4[N+:47]([CH3:56])=[C:48]5[CH:53]=[CH:52][N:51]([CH3:54])[CH:50]=[C:49]5[N:55]=4)[CH2:42][S:43][C@H:38]23)=[O:35])[N:32]=1 |f:0.1,^1:90|. Procedure details: Using 334 mg of p-methoxybenzyl 7-[(Z)-2-(2-tritylaminothiazol-4-yl)-2-{(S)-1-diphenylmethoxycarbonylethoxyimino}acetamido]-3-(1,5-dimethylimidazolo[4,5-c]pyridinium-2-yl)thiomethyl-3-cephem-4-carboxylate trifluoroacetate as a starting material, the reaction and purification were carried out in the same manner as in Example 1(b) to obtain 87 mg of the title compound in the form of a sodium salt in a yield of 51%. The solvent is C(C)(=O)OCC (ethyl acetate). Reagents/catalysts: [Pd] (Pd/C). Procedure details: Step B A suspension of methyl 3-ethoxy-4-nitrobenzoate (1 g, 4.4 mmol) and Pd/C (Aldrich, 10%, 0.1 g) in ethyl acetate (25 mL) was vigorously shaken in a Parr under atmosphere of H2 (50 psi) for 0.5 h. The mixture was filtered through a short pad of celite. The filtrate was concentrated to give 4-amino-3-ethoxy-benzoic acid methyl ester as a light yellow oil (0.8 g, 92%). As a reaction SMILES: [CH2:1]([O:3][C:4]1[CH:5]=[C:6]([CH:11]=[CH:12][C:13]=1[N+:14]([O-])=O)[C:7]([O:9][CH3:10])=[O:8])[CH3:2]>C(OCC)(=O)C.[Pd]>[CH3:10][O:9][C:7](=[O:8])[C:6]1[CH:11]=[CH:12][C:13]([NH2:14])=[C:4]([O:3][CH2:1][CH3:2])[CH:5]=1. Yield: 93.1%. Yields the product COC(C1=CC(=C(C=C1)N)OCC)=O (4-amino-3-ethoxy-benzoic acid methyl ester). Starting materials: C(C)OC=1C=C(C(=O)OC)C=CC1[N+](=O)[O-] (methyl 3-ethoxy-4-nitrobenzoate). Conditions: time 0.5 hour.